The task is: describe an organic reaction: reactants, conditions, products, and yield. This data is from the Open Reaction Database (ORD), a public repository of structured organic reaction records. Starting materials: ClC1=CC=C2C(=C1)NCC21CCN(CC1)C (6-chloro-1'-methylspiro[indoline-3,4'-piperidine]), FC1=C(C=CC=C1)[N+](=O)[O-] (2-fluoronitrobenzene), C([O-])(O)=O.[Na+] (sodium bicarbonate). Reaction conditions: time 16 hour. Yields the product ClC1=CC=C2C(=C1)N(CC21CCN(CC1)C)C1=C(C=CC=C1)[N+](=O)[O-] (6-chloro-1'-methyl-1-(2-nitrophenyl)spiro[indoline-3,4'-piperidine]). As a reaction SMILES: [Cl:1][C:2]1[CH:7]=[C:6]2[NH:8][CH2:9][C:10]3([CH2:15][CH2:14][N:13]([CH3:16])[CH2:12][CH2:11]3)[C:5]2=[CH:4][CH:3]=1.F[C:18]1[CH:23]=[CH:22][CH:21]=[CH:20][C:19]=1[N+:24]([O-:26])=[O:25].C(=O)(O)[O-].[Na+]>>[Cl:1][C:2]1[CH:7]=[C:6]2[N:8]([C:18]3[CH:23]=[CH:22][CH:21]=[CH:20][C:19]=3[N+:24]([O-:26])=[O:25])[CH2:9][C:10]3([CH2:15][CH2:14][N:13]([CH3:16])[CH2:12][CH2:11]3)[C:5]2=[CH:4][CH:3]=1 |f:2.3|. Reported procedure: A mixture of 2.4 g of 6-chloro-1'-methylspiro[indoline-3,4'-piperidine], Example 23 b, 5.4 g of 2-fluoronitrobenzene and 1.0 g of sodium bicarbonate is stirred at 160°-165° C. under nitrogen, for 16 hours. Thereafter, the mixture is permitted to cool before sequentially being quenched with water and extracted thrice with ether. The combined ether extracts are shaken with a large excess of 1 N hydrochloric acid. The acidified layer is basified providing a reddish oil which upon drying over magnes... Reactants: ON1C(C=2C(C1=O)=CC=CC2)=O (N-Hydroxyphthalimide), C(C)(=O)[O-].[Na+] (sodium acetate), ClCCC1=CC=CC=C1 (2-Chloroethylbenzene). The solvent is CS(=O)C (dimethylsulfoxide). Reaction conditions: time 8 hour. The product is C1(=CC=CC=C1)CCON1C(C=2C(C1=O)=CC=CC2)=O (N-(2-Phenylethoxy)phthalimide). Yield: 66.0%. RXN SMILES: [OH:1][N:2]1[C:6](=[O:7])[C:5]2=[CH:8][CH:9]=[CH:10][CH:11]=[C:4]2[C:3]1=[O:12].C([O-])(=O)C.[Na+].Cl[CH2:19][CH2:20][C:21]1[CH:26]=[CH:25][CH:24]=[CH:23][CH:22]=1>CS(C)=O>[C:21]1([CH2:20][CH2:19][O:1][N:2]2[C:3](=[O:12])[C:4]3=[CH:11][CH:10]=[CH:9][CH:8]=[C:5]3[C:6]2=[O:7])[CH:26]=[CH:25][CH:24]=[CH:23][CH:22]=1 |f:1.2|. Procedure: N-Hydroxyphthalimide (15.0 g, 92 mmol) and sodium acetate (7.5 g, 92 mmol) were stirred in dimethylsulfoxide (70 ml) at ambient temperature for 3 h. 2-Chloroethylbenzene (12.5 g, 89 mmol) was added and the reaction mixture was heated at reflux for 2 h. After cooling and standing overnight the reaction mixture was filtered and the flitrate was poured onto ice/water (300 ml). The mixture was extracted with dichloromethane (4×100 ml), the combined extracts were dried (MgSO4) and evaporated in vacuo...